Dataset: the Open Reaction Database (ORD), a public repository of structured organic reaction records. Task: describe an organic reaction: reactants, conditions, products, and yield The reactants are ice, C(CCC)OC=1C(=CC(=C(C=O)C1)[N+](=O)[O-])O (5-butoxy-4-hydroxy-2-nitrobenzaldehyde), C(C1=CC=CC=C1)Cl (benzyl chloride), C([O-])([O-])=O.[K+].[K+] (potassium carbonate). Run in CN(C=O)C (dimethylformamide). Product: C(C1=CC=CC=C1)OC1=CC(=C(C=O)C=C1OCCCC)[N+](=O)[O-] (4-benzyloxy-5-butoxy-2-nitrobenzaldehyde). The yield is 70.5%. RXN SMILES: [CH2:1]([O:5][C:6]1[C:7]([OH:17])=[CH:8][C:9]([N+:14]([O-:16])=[O:15])=[C:10]([CH:13]=1)[CH:11]=[O:12])[CH2:2][CH2:3][CH3:4].[CH2:18](Cl)[C:19]1[CH:24]=[CH:23][CH:22]=[CH:21][CH:20]=1.C(=O)([O-])[O-].[K+].[K+]>CN(C)C=O>[CH2:18]([O:17][C:7]1[C:6]([O:5][CH2:1][CH2:2][CH2:3][CH3:4])=[CH:13][C:10]([CH:11]=[O:12])=[C:9]([N+:14]([O-:16])=[O:15])[CH:8]=1)[C:19]1[CH:24]=[CH:23][CH:22]=[CH:21][CH:20]=1 |f:2.3.4|. Procedure details: A mixture of 5-butoxy-4-hydroxy-2-nitrobenzaldehyde (31 g; 0.13 mole), benzyl chloride (20.2 g; 0.16 mole) and potassium carbonate (22.11 g; 0.16 mole) in 80 ml of dimethylformamide is heated for 2 hours under reflux with stirring. The reaction mixture is poured into 200 ml of ice-cold water and the precipitate filtered off. After recrystallization in a hexane/toluene mixture, 4-benzyloxy-5-butoxy-2-nitrobenzaldehyde (30.2 g; yield: 71%; yellow powder) is obtained; melting point 94° C. Isolated yield 80.6%. Reagents/catalysts: [Zn] (Zinc). The solvent is C(C)(=O)O (acetic acid). RXN SMILES: [CH2:1]([O:8][CH2:9][C@@H:10]1[O:18][CH2:17][C@:13]2([C:19]3[CH:24]=[C:23]([Br:25])[CH:22]=[CH:21][C:20]=3[F:26])[NH:14][O:15][CH2:16][C@@H:12]2[CH2:11]1)[C:2]1[CH:7]=[CH:6][CH:5]=[CH:4][CH:3]=1>C(O)(=O)C.[Zn]>[NH2:14][C@@:13]1([C:19]2[CH:24]=[C:23]([Br:25])[CH:22]=[CH:21][C:20]=2[F:26])[CH2:17][O:18][C@@H:10]([CH2:9][O:8][CH2:1][C:2]2[CH:3]=[CH:4][CH:5]=[CH:6][CH:7]=2)[CH2:11][C@H:12]1[CH2:16][OH:15]. Run at time 8 hour. The reactants are C(C1=CC=CC=C1)OC[C@H]1C[C@@H]2[C@@](NOC2)(CO1)C1=C(C=CC(=C1)Br)F ((3aR,5R,7aS)-5-benzyloxymethyl-7a-(5-bromo-2-fluorophenyl)hexahydropyrano[3,4-c]isoxazole). Yields the product N[C@@]1([C@@H](C[C@@H](OC1)COCC1=CC=CC=C1)CO)C1=C(C=CC(=C1)Br)F ([(2R,4R,5S)-5-amino-2-benzyloxymethyl-5-(5-bromo-2-fluorophenyl)tetrahydropyran-4-yl]methanol). Procedure: Zinc powder (4.24 g) was added to a solution of (3aR,5R,7aS)-5-benzyloxymethyl-7a-(5-bromo-2-fluorophenyl)hexahydropyrano[3,4-c]isoxazole (2.74 g) in acetic acid (40 ml). After stirring at room temperature overnight, the insoluble matter was removed by filtration through celite. The solvent was evaporated under reduced pressure and ice was added to the residue, followed by neutralization with a 5 N sodium hydroxide solution. The aqueous layer was extracted with dichloromethane, and the organic l...